From a dataset of the Open Reaction Database (ORD), a public repository of structured organic reaction records. describe an organic reaction: reactants, conditions, products, and yield The reactants are N(=NC(=O)OCC)C(=O)OCC (diethyl azodicarboxylate), C(C1=CC=CC=C1)N1CCC(CC1)O (1-benzyl-4-hydroxypiperidine), FC1=C(C(=C(C(=C1O)F)F)F)F (pentafluorophenol), C1(=CC=CC=C1)P(C1=CC=CC=C1)C1=CC=CC=C1 (triphenylphosphine). Solvent: C1=CC=CC=C1 (benzene), C1=CC=CC=C1 (benzene). Conditions: temperature 10 celsius, time 1 hour. Product: C(C1=CC=CC=C1)N1CCC(CC1)OC1=C(C(=C(C(=C1F)F)F)F)F (1-benzyl-4-(2,3,4,5,6-pentafluorophenoxy)piperidine). Yield: 75.2%. As a reaction SMILES: [CH2:1]([N:8]1[CH2:13][CH2:12][CH:11]([OH:14])[CH2:10][CH2:9]1)[C:2]1[CH:7]=[CH:6][CH:5]=[CH:4][CH:3]=1.[F:15][C:16]1[C:21](O)=[C:20]([F:23])[C:19]([F:24])=[C:18]([F:25])[C:17]=1[F:26].C1(P(C2C=CC=CC=2)C2C=CC=CC=2)C=CC=CC=1.N(C(OCC)=O)=NC(OCC)=O>C1C=CC=CC=1>[CH2:1]([N:8]1[CH2:13][CH2:12][CH:11]([O:14][C:21]2[C:20]([F:23])=[C:19]([F:24])[C:18]([F:25])=[C:17]([F:26])[C:16]=2[F:15])[CH2:10][CH2:9]1)[C:2]1[CH:3]=[CH:4][CH:5]=[CH:6][CH:7]=1. Procedure: A stirred mixture of 10.33 g of 1-benzyl-4-hydroxypiperidine, 9.93 g of pentafluorophenol, and 15.58 g of triphenylphosphine in 200 ml of benzene was cooled to 10° C. At this temperature, a solution of 10.35 g of diethyl azodicarboxylate in 50 ml of benzene was added, dropwise, over one hour. After stirring for 20 hours at ambient temperature, the reaction mixture was filtered and concentrated to an oil. The oil was purified by means of high pressure liquid chromatography (silica gel; elution wi... The reactants are O=[Bi], CC(=O)O, CSc1ccc(C(O)C(=O)c2cccc(C)c2)cc1. Product: CSc1ccc(C(=O)C(=O)c2cccc(C)c2)cc1. Reaction SMILES: [Bi:20]=[O:21].[CH3:22][C:23](=[O:24])[OH:25].[OH:1][CH:2]([C:3](=[O:4])[c:5]1[cH:6][c:7]([CH3:11])[cH:8][cH:9][cH:10]1)[c:12]1[cH:13][cH:14][c:15]([S:18][CH3:19])[cH:16][cH:17]1>>[O:1]=[C:2]([C:3](=[O:4])[c:5]1[cH:6][c:7]([CH3:11])[cH:8][cH:9][cH:10]1)[c:12]1[cH:13][cH:14][c:15]([S:18][CH3:19])[cH:16][cH:17]1. Reactants: CCO, ClCc1nccc(N2CCCCC2)n1, [Na+], [OH-], COc1ccc2nc(S)[nH]c2c1. Yields the product COc1ccc2[nH]c(SCc3nccc(N4CCCCC4)n3)nc2c1. As a reaction SMILES: [CH3:27][CH2:28][OH:29].[Cl:1][CH2:2][c:3]1[n:4][cH:5][cH:6][c:7]([N:9]2[CH2:10][CH2:11][CH2:12][CH2:13][CH2:14]2)[n:8]1.[Na+:31].[OH-:30].[SH:15][c:16]1[nH:17][c:18]2[c:19]([n:20]1)[cH:21][cH:22][c:23]([O:25][CH3:26])[cH:24]2>>[CH2:2]([c:3]1[n:4][cH:5][cH:6][c:7]([N:9]2[CH2:10][CH2:11][CH2:12][CH2:13][CH2:14]2)[n:8]1)[S:15][c:16]1[n:17][c:18]2[c:19]([nH:20]1)[cH:21][cH:22][c:23]([O:25][CH3:26])[cH:24]2. Starting materials: C(#N)NC(OC1=CC=CC=C1)=N (N-cyano-O-phenylisourea), C1(CCCC2=CC=CC=C12)N (1,2,3,4-tetrahydro-1-naphthylamine). RXN SMILES: [C:1]([NH:3][C:4](=[NH:12])OC1C=CC=CC=1)#[N:2].[CH:13]1([NH2:23])[C:22]2[C:17](=[CH:18][CH:19]=[CH:20][CH:21]=2)[CH2:16][CH2:15][CH2:14]1>CCOCC>[C:1]([NH:3][C:4](=[NH:12])[NH:23][CH:13]1[C:22]2[C:17](=[CH:18][CH:19]=[CH:20][CH:21]=2)[CH2:16][CH2:15][CH2:14]1)#[N:2]. Procedure: A 25 ml round bottom flask containing a mixture of 4.8 g of N-cyano-O-phenylisourea and 6 g of 1,2,3,4-tetrahydro-1-naphthylamine was placed in an oil bath preheated to 190° C. The bath temperature was raised to 220° C. over 20 minutes and maintained at 220° C. for 8 minutes. Upon cooling, the reaction mixture had a glass-like appearance. The product was isolated from the reaction mixture by thorough shaking of the reaction mixture with ether to remove the remaining starting materials and phenol... Run at temperature 220 celsius. Run in CCOCC (ether). The product is C(#N)NC(NC1CCCC2=CC=CC=C12)=N (N'-cyano-N-(1,2,3,4-tetrahydro-1-naphthyl)guanidine). Reactants: CC(NC(=O)OC(C)(C)C)C(=O)NC1(c2ncccn2)CC1, ClCCl, Cl. Product: CC(N)C(=O)NC1(c2ncccn2)CC1. Reaction SMILES: [C:1]([O:2][C:3](=[O:4])[NH:7][CH:8]([CH3:9])[C:10]([NH:11][C:12]1([c:15]2[n:16][cH:17][cH:18][cH:19][n:20]2)[CH2:13][CH2:14]1)=[O:21])([CH3:5])([CH3:6])[CH3:22].[Cl:24][CH2:25][Cl:26].[ClH:23]>>[NH2:7][CH:8]([CH3:9])[C:10]([NH:11][C:12]1([c:15]2[n:16][cH:17][cH:18][cH:19][n:20]2)[CH2:13][CH2:14]1)=[O:21]. Reactants: N,N'-Carbonyldiimidazole, N1C=CC2=CC=CC(=C12)C(=O)O (Indole-7-carboxylic acid), CN1CCNCC1 (N-methylpiperazine). Solvent: CN(C=O)C (dimethylformamide). Conditions: time 1 hour. The product is N1C=CC2=CC=CC(=C12)C(=O)N1CCN(CC1)C (1-(1H-indole-7-ylcarbonyl)-4-methylpiperazine). Isolated yield 48.0%. Reaction SMILES: [NH:1]1[C:9]2[C:4](=[CH:5][CH:6]=[CH:7][C:8]=2[C:10]([OH:12])=O)[CH:3]=[CH:2]1.[CH3:13][N:14]1[CH2:19][CH2:18][NH:17][CH2:16][CH2:15]1>CN(C)C=O>[NH:1]1[C:9]2[C:4](=[CH:5][CH:6]=[CH:7][C:8]=2[C:10]([N:17]2[CH2:18][CH2:19][N:14]([CH3:13])[CH2:15][CH2:16]2)=[O:12])[CH:3]=[CH:2]1. Procedure details: Indole-7-carboxylic acid (3.20 g, 0.020 mole) was dissolved in 30 ml of dimethylformamide (DMF) and chilled with an ice-water bath. N,N'-Carbonyldiimidazole was added (3.3 g, 0.020 mole) and the reaction mixture was stirred for 1 hour in the cold. At the end of this time N-methylpiperazine was added (2.5 g, 0.025 mole) and the reaction was allowed to come to room temperature overnight (about 16 hours). The DMF was removed under reduced pressure and the residue was passed over a column of basic a...